Dataset: the Open Reaction Database (ORD), a public repository of structured organic reaction records. Task: describe an organic reaction: reactants, conditions, products, and yield Starting materials: C(CCC)[Li] (Butyllithium), BrC1=C(C=O)C=CC=N1 (2-bromonicotinaldehyde). The reagents and catalysts are [Br-].C[P+](C1=CC=CC=C1)(C1=CC=CC=C1)C1=CC=CC=C1 (methyltriphenylphosphonium bromide). Run in C1CCOC1 (THF), C1CCOC1 (THF). Run at temperature 0 celsius. Yields the product BrC1=NC=CC=C1C=C (2-Bromo-3-vinylpyridine). Reaction SMILES: [CH2:1]([Li])CCC.[Br:6][C:7]1[N:14]=[CH:13][CH:12]=[CH:11][C:8]=1[CH:9]=O>[Br-].C[P+](C1C=CC=CC=1)(C1C=CC=CC=1)C1C=CC=CC=1.C1COCC1>[Br:6][C:7]1[C:8]([CH:9]=[CH2:1])=[CH:11][CH:12]=[CH:13][N:14]=1 |f:2.3|. Procedure: See Spivey, A. C.; Shukla, L.; Hayler, J. F. Org. Lett. 2007, 9, 891-894. Butyllithium (22.75 mL, 59.1 mmol) was added to the THF (450 mL) suspension of methyltriphenylphosphonium bromide (21.13 g, 59.1 mmol) at 0° C. The solution turned to orange and the reaction was lift to room temperature for 30 min before cooled it back to 0° C. 2-bromonicotinaldehyde (10 g, 53.8 mmol) in 50 mL THF was added through canula to the reaction solution. The precipitate was formed and the reaction was lift to roo... Reactants: O=C([O-])[O-], CCOC(=O)C(C)(C)Br, O=C(OCc1ccccc1)N1CCNCC1, [K+], [K+]. Product: CCOC(=O)C(C)(C)N1CCN(C(=O)OCc2ccccc2)CC1. Reaction SMILES: [C:26](=[O:27])([O-:28])[O-:29].[CH2:17]([CH3:18])[O:19][C:20]([C:21]([CH3:22])([CH3:23])[Br:24])=[O:25].[CH2:1]([c:2]1[cH:3][cH:4][cH:5][cH:6][cH:7]1)[O:8][C:9](=[O:10])[N:11]1[CH2:12][CH2:13][NH:14][CH2:15][CH2:16]1.[K+:30].[K+:31]>>[CH2:1]([c:2]1[cH:3][cH:4][cH:5][cH:6][cH:7]1)[O:8][C:9](=[O:10])[N:11]1[CH2:12][CH2:13][N:14]([C:21]([C:20]([O:19][CH2:17][CH3:18])=[O:25])([CH3:22])[CH3:23])[CH2:15][CH2:16]1.